Dataset: the Open Reaction Database (ORD), a public repository of structured organic reaction records. Task: describe an organic reaction: reactants, conditions, products, and yield RXN SMILES: [CH3:1][CH2:2][OH:3].[CH3:6][C:7](=[CH:8][C:9](=[O:10])[O:11][CH2:12][CH3:13])[CH:14]=[CH:15][CH2:16][CH:17]([CH2:18][CH2:19][CH2:20][CH:21]([CH3:22])[CH3:23])[CH3:24].[Na+:5].[OH-:4].[OH2:25]>>[CH3:6][C:7](=[CH:8][C:9](=[O:10])[OH:11])[CH:14]=[CH:15][CH2:16][CH:17]([CH2:18][CH2:19][CH2:20][CH:21]([CH3:22])[CH3:23])[CH3:24]. Reactants: CCO, CCOC(=O)C=C(C)C=CCC(C)CCCC(C)C, [Na+], [OH-], O. The product is CC(C=CCC(C)CCCC(C)C)=CC(=O)O.